This data is from the Open Reaction Database (ORD), a public repository of structured organic reaction records. The task is: describe an organic reaction: reactants, conditions, products, and yield Reaction SMILES: [Br:14][C:15]([C:16]([CH2:17][CH:18]=[O:19])([F:20])[Cl:21])([F:22])[F:23].[CH:9]([O:11][CH2:10][CH3:12])=[CH2:13].[Cl+:26]([O-:27])[O-:28].[Cl:1][C:2]([F:3])([Br:4])[C:5]([F:6])([F:7])[Br:8].[Na+:29].[OH:24][OH:25]>>[OH:11][C:18]([CH2:17][C:16]([C:15]([Br:14])([F:22])[F:23])([F:20])[Cl:21])=[O:19]. Yields the product O=C(O)CC(F)(Cl)C(F)(F)Br. The reactants are O=CCC(F)(Cl)C(F)(F)Br, C=COCC, [O-][Cl+][O-], FC(F)(Br)C(F)(Cl)Br, [Na+], OO. The yield is 84.4%. RXN SMILES: [Cl:1][C:2]1[CH:3]=[C:4]([CH:15]=[CH:16][CH:17]=1)[O:5][C:6]1[CH:7]=[C:8]2[C:12](=[CH:13][CH:14]=1)[NH:11][N:10]=[CH:9]2.[OH-].[K+].[I:20]I>CN(C=O)C>[Cl:1][C:2]1[CH:3]=[C:4]([CH:15]=[CH:16][CH:17]=1)[O:5][C:6]1[CH:7]=[C:8]2[C:12](=[CH:13][CH:14]=1)[NH:11][N:10]=[C:9]2[I:20] |f:1.2|. Solvent: CN(C)C=O (DMF). Starting materials: ClC=1C=C(OC=2C=C3C=NNC3=CC2)C=CC1 (5-(3-chlorophenoxy)-1H-indazole), [OH-].[K+] (potassium hydroxide), II (iodine). Procedure details: To a solution of 5-(3-chlorophenoxy)-1H-indazole (152 mg, 621 μmol) in DMF (2.36 mL) at 25° C. was added potassium hydroxide (105 mg, 1.86 mmol) and iodine (237 mg, 932 μmol). The reaction mixture was stirred at 25° C. for 75 min then quenched with 10% Na2S2O3 and diluted with water. The mixture was extracted with EtOAc (3×), then the combined organics were washed with water and brine (2×), dried over MgSO4 and concentrated to afford a pale yellow oil which was purified by chromatography (silica... The product is ClC=1C=C(OC=2C=C3C(=NNC3=CC2)I)C=CC1 (5-(3-chlorophenoxy)-3-iodo-1H-indazole). Conditions: temperature 25 celsius, time 75 minute. Starting materials: FC(CN=C(NC1=NC(=NC=C1)SCCCC(=O)OCC)N)(F)F (ethyl 4-[4-(2-[2,2,2-trifluoroethyl]guanidino)pyrimid-2-ylthio]butyrate), CN (methylamine). The solvent is CCO (EtOH). Product: CNC(CCCSC1=NC=CC(=N1)NC(=NCC(F)(F)F)N)=O (N-methyl-4-[4-(2-[2,2,2-trifluoroethyl]guanidino)pyrimid-2-ylthio]butyramide). As a reaction SMILES: [F:1][C:2]([F:24])([F:23])[CH2:3][N:4]=[C:5]([NH2:22])[NH:6][C:7]1[CH:12]=[CH:11][N:10]=[C:9]([S:13][CH2:14][CH2:15][CH2:16][C:17]([O:19]CC)=O)[N:8]=1.[CH3:25][NH2:26]>CCO>[CH3:25][NH:26][C:17](=[O:19])[CH2:16][CH2:15][CH2:14][S:13][C:9]1[N:8]=[C:7]([NH:6][C:5]([NH2:22])=[N:4][CH2:3][C:2]([F:1])([F:23])[F:24])[CH:12]=[CH:11][N:10]=1. Procedure: A mixture of ethyl 4-[4-(2-[2,2,2-trifluoroethyl]guanidino)pyrimid-2-ylthio]butyrate (0.18 g.) and a 33% w/v solution of methylamine in EtOH (5 ml.) was stirred at room temperature for 4 days and then evaporated to dryness. The residue was recrystallised from EtOAc to give N-methyl-4-[4-(2-[2,2,2-trifluoroethyl]guanidino)pyrimid-2-ylthio]butyramide (0.09 g.), m.p. 153°-155°. Starting materials: ClC1=CC=CC(=N1)NN (6-chloro-2-pyridylhydrazine), [O-]CC.[Na+] (sodium ethoxide), C(C)O (ethanol). Run in C1(=CC=CC=C1)C (toluene). Conditions: temperature 25 celsius, time 2 hour. The product is ClC1=CC=CC(=N1)N1NC(CC1)=O (1-(6-Chloro-2-pyridyl)pyrazolidin-3-one). Reaction SMILES: [Cl:1][C:2]1[N:7]=[C:6]([NH:8][NH2:9])[CH:5]=[CH:4][CH:3]=1.[O-:10][CH2:11][CH3:12].[Na+].[CH2:14](O)C>C1(C)C=CC=CC=1>[Cl:1][C:2]1[N:7]=[C:6]([N:8]2[CH2:14][CH2:12][C:11](=[O:10])[NH:9]2)[CH:5]=[CH:4][CH:3]=1 |f:1.2|. Procedure: A solution of 20.1 g (140 mmol) of 6-chloro-2-pyridylhydrazine (synthesis: Chem. Ber. 103. (1970) 1960) are added dropwise at 15°-20° C. to a mixture of 12.4 g (182 mmol) of sodium ethoxide, 100 ml of ethanol and 100 ml of toluene. After stirring for 2 hours at 25° C., the reaction mixture is evaporated, the residue is taken up in water and extracted with MTBE. The aqueous phase is adjusted to a pH of 6.5 and cooled to 5° C. The precipitate formed is filtered off and dried under reduced pressure...